Task: describe an organic reaction: reactants, conditions, products, and yield. Dataset: the Open Reaction Database (ORD), a public repository of structured organic reaction records Reactants: Cc1ccc2c(N3CCN(CCc4cccc(N5CCNC5=O)c4)CC3)cccc2n1, ClCc1cccnc1, Cl, Cl, Cl, [H-], [Na+], CN(C)C=O. Product: Cc1ccc2c(N3CCN(CCc4cccc(N5CCN(Cc6cccnc6)C5=O)c4)CC3)cccc2n1, Cl, Cl. As a reaction SMILES: [CH3:3][c:4]1[n:5][c:6]2[cH:7][cH:8][cH:9][c:10]([N:14]3[CH2:15][CH2:16][N:17]([CH2:20][CH2:21][c:22]4[cH:23][c:24]([N:28]5[C:29](=[O:33])[NH:30][CH2:31][CH2:32]5)[cH:25][cH:26][cH:27]4)[CH2:18][CH2:19]3)[c:11]2[cH:12][cH:13]1.[Cl:37][CH2:38][c:39]1[cH:40][n:41][cH:42][cH:43][cH:44]1.[ClH:1].[ClH:2].[ClH:36].[H-:34].[Na+:35].[O:45]=[CH:46][N:47]([CH3:48])[CH3:49]>>[CH3:3][c:4]1[n:5][c:6]2[cH:7][cH:8][cH:9][c:10]([N:14]3[CH2:15][CH2:16][N:17]([CH2:20][CH2:21][c:22]4[cH:23][c:24]([N:28]5[C:29](=[O:33])[N:30]([CH2:38][c:39]6[cH:40][n:41][cH:42][cH:43][cH:44]6)[CH2:31][CH2:32]5)[cH:25][cH:26][cH:27]4)[CH2:18][CH2:19]3)[c:11]2[cH:12][cH:13]1.[ClH:1].[ClH:37]. Reactants: BrCC#N (bromoacetonitrile), C([O-])([O-])=O.[K+].[K+] (potassium carbonate), Compound 80, C(#N)COC1=NC(=C(C(=C1C(=O)OC)CC(C)C)C(=O)OC)C(F)(F)F (dimethyl 2-(cyanomethoxy)-4-(2-methylpropyl)-6-(trifluoromethyl)-3,5-pyridine-dicarboxylate). Solvent: CN(C=O)C (dimethylformamide). Conditions: time 8 hour. Yields the product OC1=NC(=C(C(=C1C(=O)OC)CC(C)C)C(=O)OC)C(F)(F)F (dimethyl 2-hydroxy-4-(2-methylpropyl)-6-(trifluoromethyl)-3,5-pyridinedicarboxylate), dark amber oil. Yield: 98.9%. RXN SMILES: C(C[O:4][C:5]1[C:10]([C:11]([O:13][CH3:14])=[O:12])=[C:9]([CH2:15][CH:16]([CH3:18])[CH3:17])[C:8]([C:19]([O:21][CH3:22])=[O:20])=[C:7]([C:23]([F:26])([F:25])[F:24])[N:6]=1)#N.BrCC#N.C(=O)([O-])[O-].[K+].[K+]>CN(C)C=O>[OH:4][C:5]1[C:10]([C:11]([O:13][CH3:14])=[O:12])=[C:9]([CH2:15][CH:16]([CH3:18])[CH3:17])[C:8]([C:19]([O:21][CH3:22])=[O:20])=[C:7]([C:23]([F:25])([F:24])[F:26])[N:6]=1 |f:2.3.4|. Procedure details: This example illustrates the preparation of Compound 80, namely, dimethyl 2-(cyanomethoxy)-4-(2-methylpropyl)-6-(trifluoromethyl)-3,5-pyridine-dicarboxylate. A solution of 6.38 g (0.019 mol) of dimethyl 2-hydroxy-4-(2-methylpropyl)-6-(trifluoromethyl)-3,5-pyridinedicarboxylate (Compound 1) in 50 mL of dimethylformamide was prepared and to it was added 7.2 g (0.06 mol) of bromoacetonitrile and 8.3 g (0.06 mol) of anhydrous potassium carbonate. The mixture was stirred at room temperature overnight... Starting materials: O=C([O-])[O-], CCOC(C)=O, CO, COC(=O)C1(c2cc(C#C[Si](C)(C)C)sc2Br)CCCCC1, [K+], [K+], O. The product is C#Cc1cc(C2(C(=O)OC)CCCCC2)c(Br)s1. Reaction SMILES: [C:1](=[O:2])([O-:3])[O-:4].[CH3:29][CH2:30][O:31][C:32](=[O:33])[CH3:34].[CH3:35][OH:36].[CH3:7][O:8][C:9](=[O:10])[C:11]1([c:17]2[c:18]([Br:28])[s:19][c:20]([C:22]#[C:23][Si:24]([CH3:25])([CH3:26])[CH3:27])[cH:21]2)[CH2:12][CH2:13][CH2:14][CH2:15][CH2:16]1.[K+:5].[K+:6].[OH2:37]>>[CH3:7][O:8][C:9](=[O:10])[C:11]1([c:17]2[c:18]([Br:28])[s:19][c:20]([C:22]#[CH:23])[cH:21]2)[CH2:12][CH2:13][CH2:14][CH2:15][CH2:16]1. Reactants: C(=O)NC1=C(C(=O)NC(C)C)C=C(C=C1)OC1=CC=CC=C1 (2-formamido-N-isopropyl-5-phenoxybenzamide), S(C)C (SMe2). Run in C1CCOC1 (THF). Conditions: temperature 50 celsius. Product: C(C)(C)NC(C1=C(C=CC(=C1)OC1=CC=CC=C1)NC)=O (N-isopropyl-2-(methylamino)-5-phenoxybenzamide). Yield: 29.6%. RXN SMILES: [CH:1]([NH:3][C:4]1[CH:15]=[CH:14][C:13]([O:16][C:17]2[CH:22]=[CH:21][CH:20]=[CH:19][CH:18]=2)=[CH:12][C:5]=1[C:6]([NH:8][CH:9]([CH3:11])[CH3:10])=[O:7])=O.S(C)C>C1COCC1>[CH:9]([NH:8][C:6](=[O:7])[C:5]1[CH:12]=[C:13]([O:16][C:17]2[CH:22]=[CH:21][CH:20]=[CH:19][CH:18]=2)[CH:14]=[CH:15][C:4]=1[NH:3][CH3:1])([CH3:11])[CH3:10]. Procedure: A solution of 44A (55 mg, 0.19 mmol) in THF (1 mL) at 0° C. was treated with BH3.SMe2 (0.09 mL, 0.93 mmol). The resulting yellow solution was warmed to 50° C. for 1 hour, and then cooled to 0° C. and quenched with MeOH (0.25 mL). The resulting solution was treated with acetic acid (0.1 mL) and warmed to 50° C. for 6 hours. The solution was concentrated to dryness and purified by chromatography (SiO2, 10% MeOH in CHCl3) to afford 44B (16 mg). Reactants: Cc1cn(C2CC(O)C(CO)O2)c(=O)nc1N, [Na+], [Na+], [Na+], O=P([O-])([O-])[O-]. The product is Nc1nc(=O)n(C2CC(O)C(CO)O2)cc1CO. RXN SMILES: [CH3:1][c:2]1[cH:3][n:4]([CH:5]2[CH2:6][CH:7]([OH:8])[CH:9]([CH2:10][OH:11])[O:12]2)[c:13](=[O:14])[n:15][c:16]1[NH2:17].[Na+:23].[Na+:24].[Na+:25].[P:18](=[O:19])([O-:20])([O-:21])[O-:22]>>[CH2:1]([c:2]1[cH:3][n:4]([CH:5]2[CH2:6][CH:7]([OH:8])[CH:9]([CH2:10][OH:11])[O:12]2)[c:13](=[O:14])[n:15][c:16]1[NH2:17])[OH:19]. Reactants: BrC1=CC(=C(N)C(=C1)F)Cl (4-bromo-2-chloro-6-fluoroaniline), C(C)OC=1C(=C(C=CC1)B(O)O)F (3-ethoxy-2-fluorophenylboronic acid). The product is ClC=1C=C(C=C(C1N)F)C1=C(C(=CC=C1)OCC)F (3-chloro-3′-ethoxy-2′,5-difluorobiphenyl-4-amine). The yield is 43.2%. Reaction SMILES: Br[C:2]1[CH:8]=[C:7]([F:9])[C:5]([NH2:6])=[C:4]([Cl:10])[CH:3]=1.[CH2:11]([O:13][C:14]1[C:15]([F:23])=[C:16](B(O)O)[CH:17]=[CH:18][CH:19]=1)[CH3:12]>>[Cl:10][C:4]1[CH:3]=[C:2]([C:16]2[CH:17]=[CH:18][CH:19]=[C:14]([O:13][CH2:11][CH3:12])[C:15]=2[F:23])[CH:8]=[C:7]([F:9])[C:5]=1[NH2:6]. Reported procedure: The title compound (65 mg) was prepared from 4-bromo-2-chloro-6-fluoroaniline (120 mg, 0.53 mmol) and 3-ethoxy-2-fluorophenylboronic acid (120 mg, 0.69 mmol) as a colourless liquid. The reactants are C1(C=CCC1)C=1C(=C(C=2C(CC(CC2C1)(C)C)=O)C1=CC=C(C=C1)F)C(=O)OC (Methyl 3-cyclopent-2-enyl-1-(4-fluoro-phenyl)-6,6-dimethyl-8-oxo-5,6,7,8-tetrahydro-naphthalene-2-carboxylate). The reagents and catalysts are [Pd] (Pd/C). The solvent is CCOC(=O)C (EtOAc). Conditions: time 5 hour. Yields the product C1(CCCC1)C=1C(=C(C=2C(CC(CC2C1)(C)C)=O)C1=CC=C(C=C1)F)C(=O)OC (Methyl 3-cyclopentyl-1-(4-fluoro-phenyl)-6,6-dimethyl-8-oxo-5,6,7,8-tetrahydro-naphthalene-2-carboxylate). As a reaction SMILES: [CH:1]1([C:6]2[C:7]([C:26]([O:28][CH3:29])=[O:27])=[C:8]([C:19]3[CH:24]=[CH:23][C:22]([F:25])=[CH:21][CH:20]=3)[C:9]3[C:10](=[O:18])[CH2:11][C:12]([CH3:17])([CH3:16])[CH2:13][C:14]=3[CH:15]=2)[CH2:5][CH2:4][CH:3]=[CH:2]1>CCOC(C)=O.[Pd]>[CH:1]1([C:6]2[C:7]([C:26]([O:28][CH3:29])=[O:27])=[C:8]([C:19]3[CH:24]=[CH:23][C:22]([F:25])=[CH:21][CH:20]=3)[C:9]3[C:10](=[O:18])[CH2:11][C:12]([CH3:17])([CH3:16])[CH2:13][C:14]=3[CH:15]=2)[CH2:5][CH2:4][CH2:3][CH2:2]1. Procedure: A mixture of 1.17 g (2.98 mmol) of the compound of Example XVI and 150 mg of Pd/C (10%) in 80 ml of EtOAc is hydrogenated under an atmosphere of hydrogen (1 atm) for 5 h. The mixture is filtered through diatomaceous earth, concentrated and purified over silica gel 60 (EtOAc/petroleum ether 1:10).